This data is from the Open Reaction Database (ORD), a public repository of structured organic reaction records. The task is: describe an organic reaction: reactants, conditions, products, and yield Reactants: OC=1C(=C2CCC(OC2=C(C1C)C)(COC1=NC=C(C=C1)[N+](=O)[O-])C)C (6-hydroxy-2,5,7,8-tetramethyl-2-(5-nitropyridin-2-yloxymethyl)chroman), C(C)(=O)OC(C)=O (acetic anhydride), N1=CC=CC=C1 (pyridine). Run in C1=CC=CC=C1 (benzene). The product is C(C)(=O)OC=1C(=C2CCC(OC2=C(C1C)C)(COC1=NC=C(C=C1)[N+](=O)[O-])C)C (6-Acetoxy-2,5,7,8-tetramethyl-2-(5-nitropyridin-2-yloxymethyl)chroman). RXN SMILES: [OH:1][C:2]1[C:3]([CH3:26])=[C:4]2[C:9](=[C:10]([CH3:13])[C:11]=1[CH3:12])[O:8][C:7]([CH3:25])([CH2:14][O:15][C:16]1[CH:21]=[CH:20][C:19]([N+:22]([O-:24])=[O:23])=[CH:18][N:17]=1)[CH2:6][CH2:5]2.[C:27](OC(=O)C)(=[O:29])[CH3:28].N1C=CC=CC=1>C1C=CC=CC=1>[C:27]([O:1][C:2]1[C:3]([CH3:26])=[C:4]2[C:9](=[C:10]([CH3:13])[C:11]=1[CH3:12])[O:8][C:7]([CH3:25])([CH2:14][O:15][C:16]1[CH:21]=[CH:20][C:19]([N+:22]([O-:24])=[O:23])=[CH:18][N:17]=1)[CH2:6][CH2:5]2)(=[O:29])[CH3:28]. Reported procedure: Following the same procedure as described in Preparation 16, 5.2 g of 6-hydroxy-2,5,7,8-tetramethyl-2-(5-nitropyridin-2-yloxymethyl)chroman (prepared as described in Preparation 35), 3 ml of acetic anhydride, 3 ml of pyridine and about 20 ml of benzene were reacted to give the title compound. Starting materials: Cl (hydrochloric acid), COC(C1=CN=C(C=C1)NC([C@H](CC1CCCC1)N1C(C=C(C1)OC)=O)=O)=O (6-[(S)-3-Cyclopentyl-2-(4-methoxy-2-oxo-2,5-dihydro-pyrrol-1-yl)-propionylamino]-nicotinic acid methyl ester), O.[OH-].[Li+] (lithium hydroxide monohydrate). The solvent is ClCCl (dichloromethane), O1CCCC1 (tetrahydrofuran), O (water). Run at time 1 hour. Yields the product C1(CCCC1)C[C@@H](C(=O)NC1=NC=C(C(=O)O)C=C1)N1C(C=C(C1)OC)=O (6-[(S)-3-cyclopentyl-2-(4-methoxy-2-oxo-2,5-dihydro-pyrrol-1-yl)-propionylamino]-nicotinic acid). The yield is 38.5%. Reaction SMILES: C[O:2][C:3](=[O:28])[C:4]1[CH:9]=[CH:8][C:7]([NH:10][C:11](=[O:27])[C@@H:12]([N:19]2[CH2:23][C:22]([O:24][CH3:25])=[CH:21][C:20]2=[O:26])[CH2:13][CH:14]2[CH2:18][CH2:17][CH2:16][CH2:15]2)=[N:6][CH:5]=1.O.[OH-].[Li+].Cl>O1CCCC1.O.ClCCl>[CH:14]1([CH2:13][C@H:12]([N:19]2[CH2:23][C:22]([O:24][CH3:25])=[CH:21][C:20]2=[O:26])[C:11]([NH:10][C:7]2[CH:8]=[CH:9][C:4]([C:3]([OH:28])=[O:2])=[CH:5][N:6]=2)=[O:27])[CH2:18][CH2:17][CH2:16][CH2:15]1 |f:1.2.3|. Reported procedure: A solution of 6-[(S)-3-cyclopentyl-2-(4-methoxy-2-oxo-2,5-dihydro-pyrrol-1-yl)-propionylamino]-nicotinic acid methyl ester (prepared as in Example 10, 62 mg, 0.16 mmol) in tetrahydrofuran (2 mL) was treated with a solution of lithium hydroxide monohydrate (8 mg, 0.18 mmol) in water (1 mL). The mixture was stirred for 1 h. It was then acidified with 2N aqueous hydrochloric acid and diluted with dichloromethane, washed with saturated sodium chloride solution and dried to afford 6-[(S)-3-cyclopenty... Reactants: O=C([O-])[O-], CN(C)C=O, CS(=O)(=O)c1ccc(-n2cc(CCl)nc2-c2ccc(Cl)cc2)cc1, Sc1ccccc1Cl, [K+], [K+]. The product is CS(=O)(=O)c1ccc(-n2cc(CSc3ccccc3Cl)nc2-c2ccc(Cl)cc2)cc1. RXN SMILES: [C:33](=[O:34])([O-:35])[O-:36].[CH3:39][N:40]([CH3:41])[CH:42]=[O:43].[Cl:1][CH2:2][c:3]1[n:4][c:5](-[c:18]2[cH:19][cH:20][c:21]([Cl:24])[cH:22][cH:23]2)[n:6](-[c:8]2[cH:9][cH:10][c:11]([S:14](=[O:15])(=[O:16])[CH3:17])[cH:12][cH:13]2)[cH:7]1.[Cl:25][c:26]1[c:27]([SH:32])[cH:28][cH:29][cH:30][cH:31]1.[K+:37].[K+:38]>>[CH2:2]([c:3]1[n:4][c:5](-[c:18]2[cH:19][cH:20][c:21]([Cl:24])[cH:22][cH:23]2)[n:6](-[c:8]2[cH:9][cH:10][c:11]([S:14](=[O:15])(=[O:16])[CH3:17])[cH:12][cH:13]2)[cH:7]1)[S:32][c:27]1[c:26]([Cl:25])[cH:31][cH:30][cH:29][cH:28]1. Reactants: C1=CC=CC=C1 (benzene), ClC1=C(C=NC2=CC(=C(C=C12)OC)C=1C(=NOC1C)C)C(=O)N (4-chloro-7-(3,5-dimethyl-4-isoxazolyl)-6-(methyloxy)-3-quinolinecarboxamide), C(O)([O-])=O.[Na+] (sodium hydrogen carbonate), C(C)#N (acetonitrile), ClC1=C(C=NC2=CC(=C(C=C12)OC)C=1C(=NOC1C)C)C(=O)N (4-Chloro-7-(3,5-dimethyl-4-isoxazolyl)-6-(methyloxy)-3-quinolinecarboxamide), N1=C(N=CC=C1)CN ((2-pyrimidinylmethyl)amine), C(C)#N (acetonitrile). Run at temperature 100 celsius, time 3 hour. Product: CC1=NOC(=C1C=1C(=CC=2C3=C(C=NC2C1)NC(N3CC3=NC=CC=N3)=O)OC)C (7-(3,5-dimethyl-4-isoxazolyl)-8-(methyloxy)-1-(2-pyrimidinylmethyl)-1,3-dihydro-2H-imidazo[4,5-c]quinolin-2-one). As a reaction SMILES: Cl[C:2]1[C:11]2[C:6](=[CH:7][C:8]([C:14]3[C:15]([CH3:20])=[N:16][O:17][C:18]=3[CH3:19])=[C:9]([O:12][CH3:13])[CH:10]=2)[N:5]=[CH:4][C:3]=1C(N)=O.[N:24]1[CH:29]=[CH:28][CH:27]=[N:26][C:25]=1[CH2:30][NH2:31].[C:32](=[O:35])([O-])O.[Na+].C1C=CC=CC=1.C(#[N:45])C>>[CH3:20][C:15]1[C:14]([C:8]2[C:9]([O:12][CH3:13])=[CH:10][C:11]3[C:2]4[N:31]([CH2:30][C:25]5[N:26]=[CH:27][CH:28]=[CH:29][N:24]=5)[C:32](=[O:35])[NH:45][C:3]=4[CH:4]=[N:5][C:6]=3[CH:7]=2)=[C:18]([CH3:19])[O:17][N:16]=1 |f:2.3|. Procedure details: In a 100 ml flask a mixture of 4-chloro-7-(3,5-dimethyl-4-isoxazolyl)-6-(methyloxy)-3-quinolinecarboxamide (for a preparation see Intermediate 56, 331 mg) and (2-pyrimidinylmethyl)amine (273 mg) in acetonitrile was heated at 100° C. for 2 h. The reaction mixture was hydrolyzed with a solution of sodium hydrogen carbonate, extracted with DCM and the organic dried over Na2SO4, filtered and concentrated to dryness to give 350 mg of crude intermediate. The residue was dissolved in acetonitrile (15 m... Reactants: CC(C)(N)Cc1ccccc1, CCO, COc1ccc(-c2c(OC(C)C)c(=O)c2=O)cc1. The product is COc1ccc(-c2c(NC(C)(C)Cc3ccccc3)c(=O)c2=O)cc1. As a reaction SMILES: [CH3:19][C:20]([CH2:21][c:22]1[cH:23][cH:24][cH:25][cH:26][cH:27]1)([CH3:28])[NH2:29].[CH3:30][CH2:31][OH:32].[CH:1]([O:2][c:5]1[c:6](=[O:18])[c:7](=[O:17])[c:8]1-[c:9]1[cH:10][cH:11][c:12]([O:15][CH3:16])[cH:13][cH:14]1)([CH3:3])[CH3:4]>>[c:5]1([NH:29][C:20]([CH3:19])([CH2:21][c:22]2[cH:23][cH:24][cH:25][cH:26][cH:27]2)[CH3:28])[c:6](=[O:18])[c:7](=[O:17])[c:8]1-[c:9]1[cH:10][cH:11][c:12]([O:15][CH3:16])[cH:13][cH:14]1. Reactants: C1CCOC1, COC(=O)c1cc(O)ns1, Cc1onc(-c2ccc(F)cn2)c1CO, CCOC(=O)N=NC(=O)OCC, c1ccc(P(c2ccccc2)c2ccccc2)cc1. The product is COC(=O)c1cc(OCc2c(-c3ccc(F)cn3)noc2C)ns1. Reaction SMILES: [CH2:57]1[O:58][CH2:59][CH2:60][CH2:61]1.[CH3:16][O:17][C:18](=[O:19])[c:20]1[cH:21][c:22]([OH:25])[n:23][s:24]1.[F:1][c:2]1[cH:3][cH:4][c:5](-[c:8]2[n:9][o:10][c:11]([CH3:15])[c:12]2[CH2:13][OH:14])[n:6][cH:7]1.[O:45]=[C:46]([O:47][CH2:48][CH3:49])[N:50]=[N:51][C:52]([O:53][CH2:54][CH3:55])=[O:56].[c:26]1([P:27]([c:28]2[cH:29][cH:30][cH:31][cH:32][cH:33]2)[c:34]2[cH:35][cH:36][cH:37][cH:38][cH:39]2)[cH:40][cH:41][cH:42][cH:43][cH:44]1>>[F:1][c:2]1[cH:3][cH:4][c:5](-[c:8]2[n:9][o:10][c:11]([CH3:15])[c:12]2[CH2:13][O:14][c:22]2[cH:21][c:20]([C:18]([O:17][CH3:16])=[O:19])[s:24][n:23]2)[n:6][cH:7]1. Product: O=C(Cl)CCCO[N+](=O)[O-]. Reactants: [Cl-], ClCCl, O=C(O)CCCO[N+](=O)[O-]. Reaction SMILES: [Cl-:11].[Cl:12][CH2:13][Cl:14].[N+:1](=[O:2])([O-:3])[O:4][CH2:5][CH2:6][CH2:7][C:8](=[O:9])[OH:10]>>[N+:1](=[O:2])([O-:3])[O:4][CH2:5][CH2:6][CH2:7][C:8](=[O:10])[Cl:11].